Dataset: the Open Reaction Database (ORD), a public repository of structured organic reaction records. Task: describe an organic reaction: reactants, conditions, products, and yield Starting materials: C(C1=CC=CC=C1)OC(CCCBr)=O (benzyl-4-bromobutanoate), C([O-])([O-])=O.[K+].[K+] (potassium carbonate), C(C)(=O)OC1=C(C(=O)O)C=CC=C1 (2-(acetyloxy)benzoic acid), C(CCC)(=O)[O-] (butanoate), C(C)(=O)OC1=C(C(=O)O)C=CC=C1 (2-(acetyloxy)benzoic acid), C([O-])([O-])=O.[K+].[K+] (potassium carbonate). Run in CCCCCCC (heptane), CCOC(=O)C (EtOAc), C(C)#N (acetonitrile). Conditions: temperature 90 celsius. Product: C(C)(=O)OC1=C(C=CC=C1)C(=O)OCCCC(=O)OCC1=CC=CC=C1 (Benzyl 4-{[2-(acetyloxy)phenyl]carbonyloxy}butanoate), oil. Yield: 81.0%. RXN SMILES: C([O-])(=O)CCC.[C:7]([O:10][C:11]1[CH:19]=[CH:18][CH:17]=[CH:16][C:12]=1[C:13]([OH:15])=[O:14])(=[O:9])[CH3:8].C(=O)([O-])[O-].[K+].[K+].[CH2:26]([O:33][C:34](=[O:39])[CH2:35][CH2:36][CH2:37]Br)[C:27]1[CH:32]=[CH:31][CH:30]=[CH:29][CH:28]=1>C(#N)C.CCOC(C)=O.CCCCCCC>[C:7]([O:10][C:11]1[CH:19]=[CH:18][CH:17]=[CH:16][C:12]=1[C:13]([O:15][CH2:37][CH2:36][CH2:35][C:34]([O:33][CH2:26][C:27]1[CH:28]=[CH:29][CH:30]=[CH:31][CH:32]=1)=[O:39])=[O:14])(=[O:9])[CH3:8] |f:2.3.4|. Procedure details: Benzyl 4-{[2-(acetyloxy)phenyl]carbonyloxy}butanoate was synthesized from benzyl-4-bromo)butanoate, 2-(acetyloxy)benzoic acid and potassium carbonate. To a solution of benzyl-4-bromobutanoate (0.5 g, 1.9 mmol) in acetonitrile (5 ml) at ambient temperature was added potassium carbonate (0.28 g, 2.0 mmol) and 2-(acetyloxy)benzoic acid (0.35 g, 1.9 mmol). The reaction was heated to 90° C. for 18 hours and monitored by TLC (4:1 heptane:EtOAc) The mixture was allowed to cool to room temperature and c... Product: CC(C)(C)c1ncc(C(=O)O)s1. RXN SMILES: [C:1]([CH3:2])([CH3:3])([CH3:4])[c:5]1[s:6][c:7]([C:10](=[O:11])[O:12][CH2:13][CH3:14])[cH:8][n:9]1.[CH2:17]1[O:18][CH2:19][CH2:20][CH2:21]1.[Li+:15].[OH-:16].[OH2:22]>>[C:1]([CH3:2])([CH3:3])([CH3:4])[c:5]1[s:6][c:7]([C:10](=[O:11])[OH:12])[cH:8][n:9]1. The reactants are CCOC(=O)c1cnc(C(C)(C)C)s1, C1CCOC1, [Li+], [OH-], O. Starting materials: ClC1=NC=C(C(=N1)NC1=C(C(=O)NC)C=CC=C1)C(F)(F)F (2-{[2-chloro-5-(trifluoromethyl)pyrimidin-4-yl]amino}-N-methylbenzamide), NC1=CC=C(C=C1)C(O)P(OCC)(OCC)=O (diethyl [(4-aminophenyl)(hydroxy)methyl]-phosphonate), C(=O)(C(F)(F)F)O (TFA). Run in CCO (EtOH). Run at temperature 105 celsius, time 45 minute. The product is C(C)OC(C1=CC=C(C=C1)NC1=NC=C(C(=N1)NC1=C(C=CC=C1)C(NC)=O)C(F)(F)F)P(OCC)(OCC)=O (Diethyl [ethoxy(4-{[4-{[2-(methylcarbamoyl)phenyl]amino}-5-(trifluoromethyl)pyrimidin-2-yl]amino}phenyl)methyl]phosphonate). Yield: 12.0%. RXN SMILES: Cl[C:2]1[N:7]=[C:6]([NH:8][C:9]2[CH:18]=[CH:17][CH:16]=[CH:15][C:10]=2[C:11]([NH:13][CH3:14])=[O:12])[C:5]([C:19]([F:22])([F:21])[F:20])=[CH:4][N:3]=1.[NH2:23][C:24]1[CH:29]=[CH:28][C:27]([CH:30]([P:32](=[O:39])([O:36][CH2:37][CH3:38])[O:33][CH2:34][CH3:35])[OH:31])=[CH:26][CH:25]=1.[C:40](O)([C:42](F)(F)F)=O>CCO>[CH2:40]([O:31][CH:30]([P:32](=[O:39])([O:33][CH2:34][CH3:35])[O:36][CH2:37][CH3:38])[C:27]1[CH:28]=[CH:29][C:24]([NH:23][C:2]2[N:7]=[C:6]([NH:8][C:9]3[CH:18]=[CH:17][CH:16]=[CH:15][C:10]=3[C:11](=[O:12])[NH:13][CH3:14])[C:5]([C:19]([F:22])([F:21])[F:20])=[CH:4][N:3]=2)=[CH:25][CH:26]=1)[CH3:42]. Procedure: Under N2, a solution of 2-{[2-chloro-5-(trifluoromethyl)pyrimidin-4-yl]amino}-N-methylbenzamide (40.0 mg, 0.12 mmol) and diethyl [(4-aminophenyl)(hydroxy)methyl]-phosphonate (37.6 mg, 0.15 mmol) in a mixture of TFA (28 uL, 0.36 mmol) and EtOH (0.5 mL) was stirred at 105° C. for 45 min in a Biotage microwave reactor. The solvents were removed under reduced pressure and to the residue was added sat. NaHCO3 (aq) (2 mL) and DCM (5 mL). Layers were separated and the aqueous layer was extracted with D... The reactants are O.NN (Hydrazine hydrate), FC(C=1C=C(C=CC1)NC1=C(C(=O)OC)C=CC=C1)(F)F (methyl 2-[(3-trifluoromethylphenyl)amino]-benzoate). Run in CO (methanol). Conditions: temperature 60 celsius. Yields the product FC(C=1C=C(C=CC1)NC1=C(C(=O)NN)C=CC=C1)(F)F (2-[(3-Trifluoromethylphenyl)amino]-benzoic acid, hydrazide). Yield: 52.0%. As a reaction SMILES: O.[NH2:2][NH2:3].[F:4][C:5]([F:24])([F:23])[C:6]1[CH:7]=[C:8]([NH:12][C:13]2[CH:22]=[CH:21][CH:20]=[CH:19][C:14]=2[C:15](OC)=[O:16])[CH:9]=[CH:10][CH:11]=1>CO>[F:4][C:5]([F:24])([F:23])[C:6]1[CH:7]=[C:8]([NH:12][C:13]2[CH:22]=[CH:21][CH:20]=[CH:19][C:14]=2[C:15]([NH:2][NH2:3])=[O:16])[CH:9]=[CH:10][CH:11]=1 |f:0.1|. Procedure: Hydrazine hydrate (14 ml) is added dropwise to a solution of methyl 2-[(3-trifluoromethylphenyl)amino]-benzoate (1.463 g, 4.95 mmol) in 70 ml of methanol. The reaction solution is heated at 60° C. under an inert atmosphere for two hours and then concentrated in vacuo and chromatographed, eluting with ethyl acetate and hexane (1:1), providing 763.0 mg (52%) of a white solid, mp 134°-135° C. The reactants are ClC1=C(C=C(C=C1)OC1=CC=C(C=C1)CCOC=1NC=C(C(N1)=O)CC=1C=NC=NC1)C(F)(F)F (2-{[2-(4-{[4-chloro-3-(trifluoromethyl)phenyl]oxy}phenyl)ethyl]oxy}-5-(5-pyrimidinylmethyl)-4(1H)-pyrimidinone), CCN(C(C)C)C(C)C (DIPEA), CI (MeI). Solvent: ClCCl (dichloromethane). Product: ClC1=C(C=C(C=C1)OC1=CC=C(C=C1)CCOC=1N(C=C(C(N1)=O)CC=1C=NC=NC1)C)C(F)(F)F (2-{[2-(4-{[4-chloro-3-(trifluoromethyl)phenyl]oxy}phenyl)ethyl]oxy}-1-methyl-5-(5-pyrimidinylmethyl)-4(1H)-pyrimidinone). Yield: 43.8%. Reaction SMILES: [Cl:1][C:2]1[CH:7]=[CH:6][C:5]([O:8][C:9]2[CH:14]=[CH:13][C:12]([CH2:15][CH2:16][O:17][C:18]3[NH:19][CH:20]=[C:21]([CH2:25][C:26]4[CH:27]=[N:28][CH:29]=[N:30][CH:31]=4)[C:22](=[O:24])[N:23]=3)=[CH:11][CH:10]=2)=[CH:4][C:3]=1[C:32]([F:35])([F:34])[F:33].[CH3:36]CN(C(C)C)C(C)C.CI>ClCCl>[Cl:1][C:2]1[CH:7]=[CH:6][C:5]([O:8][C:9]2[CH:14]=[CH:13][C:12]([CH2:15][CH2:16][O:17][C:18]3[N:19]([CH3:36])[CH:20]=[C:21]([CH2:25][C:26]4[CH:31]=[N:30][CH:29]=[N:28][CH:27]=4)[C:22](=[O:24])[N:23]=3)=[CH:11][CH:10]=2)=[CH:4][C:3]=1[C:32]([F:35])([F:33])[F:34]. Procedure: To a solution of 2-{[2-(4-{[4-chloro-3-(trifluoromethyl)phenyl]oxy}phenyl)ethyl]oxy}-5-(5-pyrimidinylmethyl)-4(1H)-pyrimidinone (45 mg, 0.089 mmol) in dichloromethane (DCM) (2 mL) was added DIPEA (0.031 mL, 0.179 mmol) and MeI (8.39 μL, 0.134 mmol). The mixture was purified by reverse phase biotage affording 2-{[2-(4-{[4-chloro-3-(trifluoromethyl)phenyl]oxy}phenyl)ethyl]oxy}-1-methyl-5-(5-pyrimidinylmethyl)-4(1H)-pyrimidinone (20 mg, 0.039 mmol, 43.2% yield) LCMS: rt=3.37 min, [M+H+]=517 Reactants: OC1CNCCC12CC2, COCC(CC=O)N1CCN(c2cccc(C(F)(F)F)c2)CCC1=O, Cl. Product: COCC(CCN1CCC2(CC2)C(O)C1)N1CCN(c2cccc(C(F)(F)F)c2)CCC1=O. As a reaction SMILES: [CH2:27]1[CH2:28][C:29]12[CH:30]([OH:35])[CH2:31][NH:32][CH2:33][CH2:34]2.[CH3:1][O:2][CH2:3][CH:4]([CH2:5][CH:6]=[O:7])[N:8]1[CH2:9][CH2:10][N:11]([c:16]2[cH:17][c:18]([C:22]([F:23])([F:24])[F:25])[cH:19][cH:20][cH:21]2)[CH2:12][CH2:13][C:14]1=[O:15].[ClH:26]>>[CH3:1][O:2][CH2:3][CH:4]([CH2:5][CH2:6][N:32]1[CH2:31][CH:30]([OH:35])[C:29]2([CH2:27][CH2:28]2)[CH2:34][CH2:33]1)[N:8]1[CH2:9][CH2:10][N:11]([c:16]2[cH:17][c:18]([C:22]([F:23])([F:24])[F:25])[cH:19][cH:20][cH:21]2)[CH2:12][CH2:13][C:14]1=[O:15].